Dataset: the Open Reaction Database (ORD), a public repository of structured organic reaction records. Task: describe an organic reaction: reactants, conditions, products, and yield The reactants are C(C)(C)(C)OC(=O)N1CCC(=CC1)OS(=O)(=O)C(F)(F)F (4-trifluoromethanesulfonyloxy-3,6-dihydro-2H-pyridine-1-carboxylic acid tert-butyl ester), [Br-].N1=C(C=CC=C1)[Zn+] (2-pyridylzinc bromide). The reagents and catalysts are C=1C=CC(=CC1)[P](C=2C=CC=CC2)(C=3C=CC=CC3)[Pd]([P](C=4C=CC=CC4)(C=5C=CC=CC5)C=6C=CC=CC6)([P](C=7C=CC=CC7)(C=8C=CC=CC8)C=9C=CC=CC9)[P](C=1C=CC=CC1)(C=1C=CC=CC1)C=1C=CC=CC1 (Pd(PPh3)4). Solvent: C1CCOC1 (THF), C1CCOC1 (THF). Run at temperature 60 celsius. Yields the product C(C)(C)(C)OC(=O)N1CCC(=CC1)C1=NC=CC=C1 (3′,6′-dihydro-2′H-[2,4′]bipyridinyl-1′-carboxylic acid tert-butyl ester). Isolated yield 64.0%. Reaction SMILES: [C:1]([O:5][C:6]([N:8]1[CH2:13][CH:12]=[C:11](OS(C(F)(F)F)(=O)=O)[CH2:10][CH2:9]1)=[O:7])([CH3:4])([CH3:3])[CH3:2].[Br-].[N:23]1[CH:28]=[CH:27][CH:26]=[CH:25][C:24]=1[Zn+]>C1COCC1.C1C=CC([P]([Pd]([P](C2C=CC=CC=2)(C2C=CC=CC=2)C2C=CC=CC=2)([P](C2C=CC=CC=2)(C2C=CC=CC=2)C2C=CC=CC=2)[P](C2C=CC=CC=2)(C2C=CC=CC=2)C2C=CC=CC=2)(C2C=CC=CC=2)C2C=CC=CC=2)=CC=1>[C:1]([O:5][C:6]([N:8]1[CH2:13][CH:12]=[C:11]([C:24]2[CH:25]=[CH:26][CH:27]=[CH:28][N:23]=2)[CH2:10][CH2:9]1)=[O:7])([CH3:4])([CH3:3])[CH3:2] |f:1.2,^1:38,40,59,78|. Procedure details: Next, a pure solution of 4-trifluoromethanesulfonyloxy-3,6-dihydro-2H-pyridine-1-carboxylic acid tert-butyl ester (18 g, 54 mmol) in THF (˜200 mL) was treated with 2-pyridylzinc bromide 0.5 molar solution in THF (from Aldrich, brown color) (124 mL, 62.5 mmol, 1.15 eq.) followed by Pd(PPh3)4 (from Strem Chemicals) (625 mg). The reaction mixture was heated at 60° C. for 90 minutes. The THF was removed by rotary evaporator. Ethyl acetate (300 mL) and 1 N NaOH (200 mL) were added to the residue, and...